From a dataset of the Open Reaction Database (ORD), a public repository of structured organic reaction records. describe an organic reaction: reactants, conditions, products, and yield The reactants are C(=O)(O)[O-].[Na+] (NaHCO3), CC(CCCCCCCCC)=O (undecan-2-one), O (water), BrBr (bromine). Run in C(Cl)(Cl)(Cl)Cl (CCl4). Conditions: time 2 hour. Yields the product BrC(C(C)=O)CCCCCCCC (3-Bromoundecan-2-one). Reaction SMILES: [CH3:1][C:2](=[O:12])[CH2:3][CH2:4][CH2:5][CH2:6][CH2:7][CH2:8][CH2:9][CH2:10][CH3:11].[Br:13]Br.O.C([O-])(O)=O.[Na+]>C(Cl)(Cl)(Cl)Cl>[Br:13][CH:3]([CH2:4][CH2:5][CH2:6][CH2:7][CH2:8][CH2:9][CH2:10][CH3:11])[C:2](=[O:12])[CH3:1] |f:3.4|. Reported procedure: A solution of undecan-2-one (170 g, 1.0M) in CCl4 (500 ml) was stirred at 20°-25° C. and bromine (160 g) was added over 15 minutes. The solution decolourised rapidly and stirring was continued for 2 hours at 20°-25° C. when water (100 ml) was added. NaHCO3 (92 g) was added portion-wise and the mixture filtered. The filtrate was dried over anhydrous MgSO4 and distilled. The fraction which boiled at 142°-146° C./20 mmHg (116 g) was collected. NMR(CDCl3)=0.7-1.6 (m, 17, C8H17), 2.3 (s, 3, CH3), 4.0... Starting materials: Cl.COC(C(C)(C)N)=O (2-aminoisobutyrate methyl ester hydrochloride), C(Cl)Cl (DCM), P(=O)(OC1=CC=CC=C1)(Cl)Cl (phenyl dichlorophosphate), TEA. Yields the product C1(=CC=CC=C1)OC(C(CC)(C)N)=O.P([O-])([O-])(=O)Cl (phenyl-(methyl-2-amino-2-methylpropanoate) phosphorochloridate). Yield: 95.2%. RXN SMILES: Cl.[CH3:2][O:3][C:4](=[O:9])[C:5]([NH2:8])([CH3:7])[CH3:6].[P:10]([Cl:20])(Cl)([O:12][C:13]1[CH:18]=[CH:17]C=[CH:15][CH:14]=1)=[O:11].[CH2:21](Cl)Cl>>[C:2]1([O:3][C:4](=[O:9])[C:5]([NH2:8])([CH3:7])[CH2:6][CH3:21])[CH:17]=[CH:18][CH:13]=[CH:14][CH:15]=1.[P:10]([Cl:20])(=[O:11])([O-:12])[O-:3] |f:0.1,4.5|. Procedure: This is synthesised according to Standard procedure 4, using 2-aminoisobutyrate methyl ester hydrochloride (583.5 mg, 3.75 mmol), phenyl dichlorophosphate (791.1 mg, 3.75, 560 μL), and TEA (758.9 mg, 7.5 mmol, 1045 μL) in DCM (20 mL), to yield 1.041 g (95.2%) of crude product used without further purification. The reactants are [Al+3], CCOCC, COc1ccc(C(=O)Cl)cc1, CC(C)c1cc2ccccn2n1, [Cl-], [Cl-], [Cl-], [K+], [OH-]. The product is COc1ccc(C(=O)c2c(C(C)C)nn3ccccc23)cc1. As a reaction SMILES: [Al+3:25].[CH2:30]([O:31][CH2:32][CH3:33])[CH3:34].[CH3:13][O:14][c:15]1[cH:16][cH:17][c:18]([C:19](=[O:20])[Cl:21])[cH:22][cH:23]1.[CH:1]([CH3:2])([CH3:3])[c:4]1[n:5][n:6]2[c:7]([cH:8][cH:9][cH:10][cH:11]2)[cH:12]1.[Cl-:24].[Cl-:26].[Cl-:27].[K+:29].[OH-:28]>>[CH:1]([CH3:2])([CH3:3])[c:4]1[n:5][n:6]2[c:7]([cH:8][cH:9][cH:10][cH:11]2)[c:12]1[C:19]([c:18]1[cH:17][cH:16][c:15]([O:14][CH3:13])[cH:23][cH:22]1)=[O:20].